From a dataset of the Open Reaction Database (ORD), a public repository of structured organic reaction records. describe an organic reaction: reactants, conditions, products, and yield Starting materials: ClC=1C(=NC=CN1)N1CCN(CC1)CC=1C=NN(C1C)CC (3′-chloro-4-(1-ethyl-5-methyl-1H-pyrazol-4-ylmethyl)-3,4,5,6-tetrahydro-2H-[1,2′]bipyrazinyl), O (water), C([O-])([O-])=O.[K+].[K+] (potassium carbonate), C(C)(=O)NCC1=CC=C(C=C1)B(O)O ((4-acetamidomethylphenyl)boronic acid). Reagents/catalysts: C=1C=CC(=CC1)[P](C=2C=CC=CC2)(C=3C=CC=CC3)[Pd]([P](C=4C=CC=CC4)(C=5C=CC=CC5)C=6C=CC=CC6)([P](C=7C=CC=CC7)(C=8C=CC=CC8)C=9C=CC=CC9)[P](C=1C=CC=CC1)(C=1C=CC=CC1)C=1C=CC=CC1 (tetrakis(triphenylphosphine)palladium(0)). The solvent is CN(C(C)=O)C (N,N-dimethylacetamide). Yields the product Cl.C(C)N1N=CC(=C1C)CN1CCN(CC1)C1=NC=CN=C1C1=CC=C(CNC(C)=O)C=C1 (N-{4-[4-(1-Ethyl-5-methyl-1H-pyrazol-4-ylmethyl)-3,4,5,6-tetrahydro-2H-[1,2′]bipyrazinyl-3′-yl]-benzyl}-acetamide hydrochloride). Isolated yield 87.4%. As a reaction SMILES: [Cl:1][C:2]1[C:3]([N:8]2[CH2:13][CH2:12][N:11]([CH2:14][C:15]3[CH:16]=[N:17][N:18]([CH2:21][CH3:22])[C:19]=3[CH3:20])[CH2:10][CH2:9]2)=[N:4][CH:5]=[CH:6][N:7]=1.C(=O)([O-])[O-].[K+].[K+].[C:29]([NH:32][CH2:33][C:34]1[CH:39]=[CH:38][C:37](B(O)O)=[CH:36][CH:35]=1)(=[O:31])[CH3:30].O>CN(C)C(=O)C.C1C=CC([P]([Pd]([P](C2C=CC=CC=2)(C2C=CC=CC=2)C2C=CC=CC=2)([P](C2C=CC=CC=2)(C2C=CC=CC=2)C2C=CC=CC=2)[P](C2C=CC=CC=2)(C2C=CC=CC=2)C2C=CC=CC=2)(C2C=CC=CC=2)C2C=CC=CC=2)=CC=1>[ClH:1].[CH2:21]([N:18]1[C:19]([CH3:20])=[C:15]([CH2:14][N:11]2[CH2:12][CH2:13][N:8]([C:3]3[C:2]([C:37]4[CH:38]=[CH:39][C:34]([CH2:33][NH:32][C:29](=[O:31])[CH3:30])=[CH:35][CH:36]=4)=[N:7][CH:6]=[CH:5][N:4]=3)[CH2:9][CH2:10]2)[CH:16]=[N:17]1)[CH3:22] |f:1.2.3,8.9,^1:53,55,74,93|. Reported procedure: Combine 3′-chloro-4-(1-ethyl-5-methyl-1H-pyrazol-4-ylmethyl)-3,4,5,6-tetrahydro-2H-[1,2′]bipyrazinyl (0.300 g, 0.935 mmol), potassium carbonate (0.310 g, 2.24 mmol), (4-acetamidomethylphenyl)boronic acid (0.216 g, 1.12 mmol), and tetrakis(triphenylphosphine)palladium(0) (0.011 g, 0.009 mmol) in N,N-dimethylacetamide (1.9 mL). Add water (940 μL), and reflux reaction for 6 hr. Add DCM and wash with water. Extract water layer three times with DCM. Dry combined organics (magnesium sulfate) and purif... Starting materials: C([O-])(O)=O.[Na+] (sodium bicarbonate), N[C@H]1[C@@H]2N(C(=C(CS2)CSC=2SC=NN2)C(=O)O)C1=O (7β-amino-3-(1,3,4-thiadiazol-2-yl)thiomethyl-3-cephem-4-carboxylic acid), C[Si](C)(C)C(C(=O)N)[Si](C)(C)C (bis(trimethylsilyl)acetamide), P(=O)(Cl)(Cl)Cl (Phosphorus oxychloride), ice water, C1(CC1)ON=C(C(=O)O)C=1N=C(SC1)NC(C(F)(F)F)=O (2-cyclopropyloxyimino-2-(2-trifluoroacetamidothiazol-4-yl) acetic acid). Solvent: O1CCCC1 (tetrahydrofuran), O1CCCC1 (tetrahydrofuran), CN(C=O)C (N,N-dimethylformamide), O1CCCC1 (tetrahydrofuran). Run at time 10 minute. The product is C1(CC1)ON=C(C(=O)N[C@H]1[C@@H]2N(C(=C(CS2)CSC=2SC=NN2)C(=O)O)C1=O)C=1N=C(SC1)NC(C(F)(F)F)=O (7β-[2-cyclopropyloxyimino-2-(2-trifluoroacetamidothiazol-4-yl)acetamido]-3-(1,3,4-thiadiazol-2-yl)thiomethyl-3-cephem-4-carboxylic acid). Isolated yield 95.1%. Reaction SMILES: P(Cl)(Cl)(Cl)=O.[CH:6]1([O:9][N:10]=[C:11]([C:15]2[N:16]=[C:17]([NH:20][C:21](=[O:26])[C:22]([F:25])([F:24])[F:23])[S:18][CH:19]=2)[C:12]([OH:14])=O)[CH2:8][CH2:7]1.[NH2:27][C@@H:28]1[C:45](=[O:46])[N:30]2[C:31]([C:42]([OH:44])=[O:43])=[C:32]([CH2:35][S:36][C:37]3[S:38][CH:39]=[N:40][N:41]=3)[CH2:33][S:34][C@H:29]12.C[Si](C([Si](C)(C)C)C(N)=O)(C)C.C(=O)(O)[O-].[Na+]>O1CCCC1.CN(C)C=O>[CH:6]1([O:9][N:10]=[C:11]([C:15]2[N:16]=[C:17]([NH:20][C:21](=[O:26])[C:22]([F:25])([F:24])[F:23])[S:18][CH:19]=2)[C:12]([NH:27][C@@H:28]2[C:45](=[O:46])[N:30]3[C:31]([C:42]([OH:44])=[O:43])=[C:32]([CH2:35][S:36][C:37]4[S:38][CH:39]=[N:40][N:41]=4)[CH2:33][S:34][C@H:29]23)=[O:14])[CH2:7][CH2:8]1 |f:4.5|. Procedure details: Phosphorus oxychloride (0.24 ml) was dropwise added to a mixture of N,N-dimethylformamide (0.2 ml) and tetrahydrofuran (0.4 ml) under ice-cooling. After being stirred for 10 minutes at the same temperature, the mixture was cooled until a precipitate appeared. To the suspension was added 2-cyclopropyloxyimino-2-(2-trifluoroacetamidothiazol-4-yl) acetic acid (syn isomer) (647 mg) and additional tetrahydrofuran (4 ml). The mixture was stirred at the same temperature for 30 minutes to give an activa... Starting materials: CC(=O)O[BH-](OC(C)=O)OC(C)=O, CN1CCCNCC1, Cc1ccc(C(=O)NC2CC2)cc1-c1ccc2c(=O)n(CC3CC3)cc(C=O)c2c1, ClCCl, [Na+]. Product: Cc1ccc(C(=O)NC2CC2)cc1-c1ccc2c(=O)n(CC3CC3)cc(CN3CCCN(C)CC3)c2c1. RXN SMILES: [C:39]([O:40][BH-:41]([O:42][C:43](=[O:44])[CH3:45])[O:46][C:47](=[O:48])[CH3:49])(=[O:50])[CH3:51].[CH3:31][N:32]1[CH2:33][CH2:34][NH:35][CH2:36][CH2:37][CH2:38]1.[CH:1]1([NH:4][C:5]([c:6]2[cH:7][c:8](-[c:13]3[cH:14][c:15]4[c:16]([CH:28]=[O:29])[cH:17][n:18]([CH2:24][CH:25]5[CH2:26][CH2:27]5)[c:19](=[O:23])[c:20]4[cH:21][cH:22]3)[c:9]([CH3:12])[cH:10][cH:11]2)=[O:30])[CH2:2][CH2:3]1.[Cl:53][CH2:54][Cl:55].[Na+:52]>>[CH:1]1([NH:4][C:5]([c:6]2[cH:7][c:8](-[c:13]3[cH:14][c:15]4[c:16]([CH2:28][N:35]5[CH2:34][CH2:33][N:32]([CH3:31])[CH2:38][CH2:37][CH2:36]5)[cH:17][n:18]([CH2:24][CH:25]5[CH2:26][CH2:27]5)[c:19](=[O:23])[c:20]4[cH:21][cH:22]3)[c:9]([CH3:12])[cH:10][cH:11]2)=[O:30])[CH2:2][CH2:3]1. Reactants: CC(C)(C)OC(=O)C1CCCN1C(=O)C1CCCN1, CCCCCSCC(NC(C)C(=O)O)C(=O)OCC, Cl. The product is CCCCCSCC(NC(C)C(=O)N1CCCC1C(=O)N1CCCC1C(=O)OC(C)(C)C)C(=O)OCC. Reaction SMILES: [C:21]([CH3:22])([CH3:23])([CH3:24])[O:25][C:26]([CH:27]1[N:28]([C:32]([CH:33]2[NH:34][CH2:35][CH2:36][CH2:37]2)=[O:38])[CH2:29][CH2:30][CH2:31]1)=[O:39].[CH2:1]([CH3:2])[O:3][C:4](=[O:5])[CH:6]([CH2:7][S:8][CH2:9][CH2:10][CH2:11][CH2:12][CH3:13])[NH:14][CH:15]([CH3:16])[C:17](=[O:18])[OH:19].[ClH:20]>>[CH2:1]([CH3:2])[O:3][C:4](=[O:5])[CH:6]([CH2:7][S:8][CH2:9][CH2:10][CH2:11][CH2:12][CH3:13])[NH:14][CH:15]([CH3:16])[C:17](=[O:19])[N:34]1[CH:33]([C:32]([N:28]2[CH:27]([C:26]([O:25][C:21]([CH3:22])([CH3:23])[CH3:24])=[O:39])[CH2:31][CH2:30][CH2:29]2)=[O:38])[CH2:37][CH2:36][CH2:35]1.